From a dataset of the Open Reaction Database (ORD), a public repository of structured organic reaction records. describe an organic reaction: reactants, conditions, products, and yield Reactants: NC1=CC=CC=C1 (aniline), N1=CC=CC=C1 (pyridine), BrC=1C=CC(=C(C1)S(=O)(=O)Cl)Cl (5-bromo-2-chloro-benzenesulfonyl chloride). The solvent is C(Cl)Cl (DCM), C(Cl)Cl (DCM), C(Cl)Cl (DCM). Reaction conditions: time 18 hour. The product is BrC=1C=CC(=C(C1)S(=O)(=O)NC1=CC=CC=C1)Cl (5-Bromo-2-chloro-N-phenyl-benzenesulfonamide). RXN SMILES: [NH2:1][C:2]1[CH:7]=[CH:6][CH:5]=[CH:4][CH:3]=1.N1C=CC=CC=1.[Br:14][C:15]1[CH:16]=[CH:17][C:18]([Cl:25])=[C:19]([S:21](Cl)(=[O:23])=[O:22])[CH:20]=1>C(Cl)Cl>[Br:14][C:15]1[CH:16]=[CH:17][C:18]([Cl:25])=[C:19]([S:21]([NH:1][C:2]2[CH:7]=[CH:6][CH:5]=[CH:4][CH:3]=2)(=[O:23])=[O:22])[CH:20]=1. Reported procedure: To a stirring solution of aniline (0.324 ml, 3.55 mmol) in DCM (10 ml) is added pyridine (1.44 ml, 17.76 mmol) followed by a solution of 5-bromo-2-chloro-benzenesulfonyl chloride (1.03 g, 3.55 mmol) in DCM (10 ml). The reaction mixture is stirred at room temperature for 18 hours. DCM (20 ml) is added and the reaction mixture is washed with 2M HCl (50 ml), dried over MgSO4 and concentrated in vacuo to afford the title compound. Starting materials: CN1CCC=2NC=3C=CC(=CC3C2CC1)C (3,9-Dimethyl-1,2,3,4,5,6-hexahydroazepino[4,5-b]indole), ClCC(=O)NC(C)C (2-Chloro-N-isopropylacetamide), N1[C@H](C(=O)O)CCC1 (L-proline), [O-]P(=O)([O-])[O-].[K+].[K+].[K+] (K3PO4). Reagents/catalysts: [Cu]I (CuI). Solvent: CN(C)C=O (DMF). Reaction conditions: time 10 minute. Yields the product CN1CCC=2N(C=3C=CC(=CC3C2CC1)C)CC(=O)NC(C)C (2-(3,9-dimethyl-2,3,4,5-tetrahydroazepino[4,5-b]indol-6(1H)-yl)-N-isopropylacetamide). Yield: 4.9%. As a reaction SMILES: [CH3:1][N:2]1[CH2:15][CH2:14][C:13]2[C:12]3[CH:11]=[C:10]([CH3:16])[CH:9]=[CH:8][C:7]=3[NH:6][C:5]=2[CH2:4][CH2:3]1.N1CCC[C@H]1C(O)=O.[O-]P([O-])([O-])=O.[K+].[K+].[K+].Cl[CH2:34][C:35]([NH:37][CH:38]([CH3:40])[CH3:39])=[O:36]>[Cu]I.CN(C=O)C>[CH3:1][N:2]1[CH2:15][CH2:14][C:13]2[C:12]3[CH:11]=[C:10]([CH3:16])[CH:9]=[CH:8][C:7]=3[N:6]([CH2:34][C:35]([NH:37][CH:38]([CH3:40])[CH3:39])=[O:36])[C:5]=2[CH2:4][CH2:3]1 |f:2.3.4.5|. Reported procedure: The title compound was prepared by following general procedure 7. 3,9-Dimethyl-1,2,3,4,5,6-hexahydroazepino[4,5-b]indole (100 mg, 0.46 mmol), was taken into DMF. CuI (9 mg, 0.046 mmol), L-proline (11 mg, 0.093 mmol), K3PO4 (198 mg, 0.93 mmol) were added to the solution and stirred for 10 min. at RT. 2-Chloro-N-isopropylacetamide (76 mg, 0.56 mmol) was added dropwise. The reaction mixture was heated at 90° C. for 12 h. After completion of reaction, the reaction mixture was filtered through Celite...